From a dataset of the Open Reaction Database (ORD), a public repository of structured organic reaction records. describe an organic reaction: reactants, conditions, products, and yield The reactants are CN(C=1C=CC=C2C=C(NC12)C=1SC(=CN1)CCC(=O)O)S(=O)(=O)C=1SC=CC1 (3-(2-{7-[methyl(2-thienylsulfonyl)amino]-1H-indol-2-yl}-1,3-thiazol-5-yl)propanoic acid), C(=O)(N1C=NC=C1)N1C=NC=C1 (1,1′-carbonylbis-1H-imidazole), CS(=O)(=O)N (methanesulfonamide), C1CCC2=NCCCN2CC1 (1,8-diazabicyclo[5.4.0]-7-undecene). The solvent is O1CCCC1 (tetrahydrofuran). Conditions: time 8 hour. Product: CS(=O)(=O)NC(CCC1=CN=C(S1)C=1NC2=C(C=CC=C2C1)N(S(=O)(=O)C=1SC=CC1)C)=O (N-(Methylsulfonyl)-3-(2-{7-[methyl(2-thienylsulfonyl)amino]-1H-indol-2-yl}-1,3-thiazol-5-yl)propanamide). Yield: 60.0%. As a reaction SMILES: [CH3:1][N:2]([S:22]([C:25]1[S:26][CH:27]=[CH:28][CH:29]=1)(=[O:24])=[O:23])[C:3]1[CH:4]=[CH:5][CH:6]=[C:7]2[C:11]=1[NH:10][C:9]([C:12]1[S:13][C:14]([CH2:17][CH2:18][C:19](O)=[O:20])=[CH:15][N:16]=1)=[CH:8]2.C(N1C=CN=C1)(N1C=CN=C1)=O.[CH3:42][S:43]([NH2:46])(=[O:45])=[O:44].C1CCN2C(=NCCC2)CC1>O1CCCC1>[CH3:42][S:43]([NH:46][C:19](=[O:20])[CH2:18][CH2:17][C:14]1[S:13][C:12]([C:9]2[NH:10][C:11]3[C:7]([CH:8]=2)=[CH:6][CH:5]=[CH:4][C:3]=3[N:2]([CH3:1])[S:22]([C:25]2[S:26][CH:27]=[CH:28][CH:29]=2)(=[O:23])=[O:24])=[N:16][CH:15]=1)(=[O:45])=[O:44]. Reported procedure: A mixture of 3-(2-{7-[methyl(2-thienylsulfonyl)amino]-1H-indol-2-yl}-1,3-thiazol-5-yl)propanoic acid (0.3.0 g), 1,1′-carbonylbis-1H-imidazole (0.27 g) and tetrahydrofuran (10 mL) was heated under reflux for 2 hr. The reaction mixture was cooled to room temperature, methanesulfonamide (0.32 g) and 1,8-diazabicyclo[5.4.0]-7-undecene (0.50 mL) were added, and the mixture was stirred at room temperature overnight. The reaction mixture was concentrated and 10% aqueous citric acid solution was added. ...